Dataset: the Open Reaction Database (ORD), a public repository of structured organic reaction records. Task: describe an organic reaction: reactants, conditions, products, and yield Starting materials: CSC=1NC=C(C1[N+](=O)[O-])CCCC (2-Methylthio-3-nitro-4-n-butylpyrrole), OO (hydrogen peroxide). Solvent: C(C)(=O)O (acetic acid). Product: CS(=O)C=1NC=C(C1[N+](=O)[O-])CCCC (2-methylsulphinyl-3-nitro-4-n-butylpyrrole). Isolated yield 40.2%. Reaction SMILES: [CH3:1][S:2][C:3]1[NH:4][CH:5]=[C:6]([CH2:11][CH2:12][CH2:13][CH3:14])[C:7]=1[N+:8]([O-:10])=[O:9].[OH:15]O>C(O)(=O)C>[CH3:1][S:2]([C:3]1[NH:4][CH:5]=[C:6]([CH2:11][CH2:12][CH2:13][CH3:14])[C:7]=1[N+:8]([O-:10])=[O:9])=[O:15]. Procedure details: 2-Methylthio-3-nitro-4-n-butylpyrrole (3.7 g) was suspended in glacial acetic acid (50 ml) and 30% hydrogen peroxide (1.62 g) was added. The mixture was heated to 80° for 7 hours, and it was then evaporated to a brown oil. The crude product was purified by column chromatography using silica gel, eluted with benzene and chloroform, to give an oil which crystallized on standing. This was recrystallised from 2-propanol to give 2-methylsulphinyl-3-nitro-4-n-butylpyrrole (1.6 g), m.p. 133°-4°. Reactants: CC1(O[C@@H]2[C@H](O1)C(OC2O)COC(C2=CC=CC=C2)(C2=CC=CC=C2)C2=CC=CC=C2)C ((3aR,6aR)-2,2-dimethyl-6-((trityloxy)methyl)tetrahydrofuro[3,4-d][1,3]dioxol-4-ol), C1(=CC=CC=C1)P(C1=CC=CC=C1)C1=CC=CC=C1 (triphenylphosphine), C(I)(I)I (iodoform), CC(C)([O-])C.[K+] (Potassium tert-butoxide). Solvent: C1(=CC=CC=C1)C (toluene), C(=O)=O.CC(=O)C (dry ice acetone), C1(=CC=CC=C1)C (toluene). Yields the product IC=C1OC([C@H]2OC(O[C@H]21)(C)C)COC(C2=CC=CC=C2)(C2=CC=CC=C2)C2=CC=CC=C2 ((3aR,6aR)-4-(iodomethylene)-2,2-dimethyl-6-((trityloxy)methyl)tetrahydrofuro[3,4-d][1,3]dioxole). The yield is 21.0%. RXN SMILES: C1(P(C2C=CC=CC=2)C2C=CC=CC=2)C=CC=CC=1.[CH:20]([I:23])(I)I.CC(C)([O-])C.[K+].[CH3:30][C:31]1([CH3:61])[O:35][C@@H:34]2[CH:36]([CH2:40][O:41][C:42]([C:55]3[CH:60]=[CH:59][CH:58]=[CH:57][CH:56]=3)([C:49]3[CH:54]=[CH:53][CH:52]=[CH:51][CH:50]=3)[C:43]3[CH:48]=[CH:47][CH:46]=[CH:45][CH:44]=3)[O:37][CH:38](O)[C@@H:33]2[O:32]1>C(=O)=O.CC(C)=O.C1(C)C=CC=CC=1>[I:23][CH:20]=[C:38]1[C@H:33]2[C@H:34]([O:35][C:31]([CH3:30])([CH3:61])[O:32]2)[CH:36]([CH2:40][O:41][C:42]([C:55]2[CH:60]=[CH:59][CH:58]=[CH:57][CH:56]=2)([C:43]2[CH:44]=[CH:45][CH:46]=[CH:47][CH:48]=2)[C:49]2[CH:54]=[CH:53][CH:52]=[CH:51][CH:50]=2)[O:37]1 |f:2.3,5.6|. Procedure: Into a 20 L reactor was charged triphenylphosphine (2.55 kg, 9.72 mol, 2.1 eq) and iodoform (3.83 kg, 9.72 mol, 2.1 eq), followed by toluene (8 L). The stirred solution was cooled down to −20° C. in dry ice/acetone bath. Potassium tert-butoxide (1.13 kg, 9.26 mol, 2 eq) was added in portions (within ˜30 minutes) while keeping reaction temperature<10° C. The mixture turned dark and some precipitates formed. After addition, the suspension was stirred another hour at 5˜10° C. A solution of compound... Yields the product C[C@@H]1CC[C@H](CC1)NC(C=CC1=CC(=C(C=C1)OCCN1C=NC=C1)OC)=O (N-(trans-4-methylcyclohexyl)-4-[2-(1-imidazolyl)ethoxy]-3methoxycinnamamide). Reaction SMILES: [CH3:1][C@H:2]1[CH2:7][CH2:6][C@H:5]([NH:8][C:9](=[O:24])[CH:10]=[CH:11][C:12]2[CH:17]=[CH:16][C:15]([O:18][CH2:19][CH2:20]Cl)=[C:14]([O:22][CH3:23])[CH:13]=2)[CH2:4][CH2:3]1.[NH:25]1[CH:29]=[CH:28][N:27]=[CH:26]1>>[CH3:1][C@H:2]1[CH2:7][CH2:6][C@H:5]([NH:8][C:9](=[O:24])[CH:10]=[CH:11][C:12]2[CH:17]=[CH:16][C:15]([O:18][CH2:19][CH2:20][N:25]3[CH:29]=[CH:28][N:27]=[CH:26]3)=[C:14]([O:22][CH3:23])[CH:13]=2)[CH2:4][CH2:3]1. Starting materials: C[C@@H]1CC[C@H](CC1)NC(C=CC1=CC(=C(C=C1)OCCCl)OC)=O (N-(trans-4-methylcyclohexyl)-4-(2-chloroethoxy)-3-methoxycinnamamide), N1C=NC=C1 (imidazole). Reported procedure: Using 3.9 g of N-(trans-4-methylcyclohexyl)-4-(2-chloroethoxy)-3-methoxycinnamamide (Example 138) and 1.5 g of imidazole, a reaction similar to that conducted in Example 142 was carried out. As a result, 3.38 g of N-(trans-4-methylcyclohexyl)-4-[2-(1-imidazolyl)ethoxy]-3methoxycinnamamide (a compound of the present invention) was obtained as light-brownish white crystal, which had the following physiochemical properties: Yield: 79.5%. Reactants: CCc1cc2c(cc1O)OC(C(F)(F)F)C(C(=O)O)=C2, CC(=O)O, ClCCl, O=S(=O)(Cl)Cl. Yields the product CCc1cc2c(c(Cl)c1O)OC(C(F)(F)F)C(C(=O)O)=C2. Reaction SMILES: [CH2:1]([CH3:2])[c:3]1[cH:4][c:5]2[c:10]([cH:11][c:12]1[OH:13])[O:9][CH:8]([C:14]([F:15])([F:16])[F:17])[C:7]([C:18](=[O:19])[OH:20])=[CH:6]2.[CH3:29][C:30](=[O:31])[OH:32].[Cl:26][CH2:27][Cl:28].[S:21]([Cl:22])(=[O:23])([Cl:24])=[O:25]>>[CH2:1]([CH3:2])[c:3]1[cH:4][c:5]2[c:10]([c:11]([Cl:24])[c:12]1[OH:13])[O:9][CH:8]([C:14]([F:15])([F:16])[F:17])[C:7]([C:18](=[O:19])[OH:20])=[CH:6]2.